Dataset: the Open Reaction Database (ORD), a public repository of structured organic reaction records. Task: describe an organic reaction: reactants, conditions, products, and yield Reactants: BrC1=C(C=C(C=C1)Br)[N+](=O)[O-] (2,5-Dibromo-1-nitrobenzene), IC1=CC=C(C=C1)OC (4-iodoanisole). The product is BrC1=CC(=C(C=C1)C1=CC=C(C=C1)OC)[N+](=O)[O-] (4-bromo-4'-methoxy-2-nitrobiphenyl). RXN SMILES: Br[C:2]1[CH:7]=[CH:6][C:5]([Br:8])=[CH:4][C:3]=1[N+:9]([O-:11])=[O:10].I[C:13]1[CH:18]=[CH:17][C:16]([O:19][CH3:20])=[CH:15][CH:14]=1>>[Br:8][C:5]1[CH:6]=[CH:7][C:2]([C:13]2[CH:18]=[CH:17][C:16]([O:19][CH3:20])=[CH:15][CH:14]=2)=[C:3]([N+:9]([O-:11])=[O:10])[CH:4]=1. Reported procedure: 2,5-Dibromo-1-nitrobenzene and 4-iodoanisole were reacted under Ullmann conditions to give 4-bromo-4'-methoxy-2-nitrobiphenyl, m.p. 130°-131°C. This was reduced to give 2-amino-4-bromo-4'-methoxybiphenyl, m.p. 128°-130°C., which was subjected to the Schiemann reaction using hydrofluoroboric acid to give the product, b.p. 134°-138°C./0.15mm. Reactants: C(CC#CCCCC)O (3-octyn-1-ol), [H-].[K+] (Potassium hydride), oil, NCCCN (1,3-diaminopropane). Solvent: CCCCCC (hexane). The product is C(CCCCCC#C)O (7-Octyn-1-ol). As a reaction SMILES: [H-].[K+].NCCCN.[CH2:8]([OH:16])[CH2:9][C:10]#[C:11][CH2:12][CH2:13][CH2:14][CH3:15]>CCCCCC>[CH2:8]([OH:16])[CH2:9][CH2:10][CH2:11][CH2:12][CH2:13][C:14]#[CH:15] |f:0.1|. Procedure details: Potassium hydride, (35%) in mineral oil (27 g, 240 mmol) under an argon atmosphere was washed with hexane and treated dropwise with 1,3-diaminopropane. The mixture was stirred at room temperature until it became homogeneous. The flask was cooled to 0° C. and 3-octyn-1-ol (10 g, 79 mmol, Lancaster Synthesis) was slowly added. The reaction was then stirred at room temperature for 18 hours. The reaction was quenched with H2O (50 mL) and the product was extracted into ether. The organic layer was wa... The reactants are C(=O)NC1=C(C=CC(=C1)C)O (2-formylamino-4-methylphenol), C(C)(=O)OCC (ethyl acetate), Cl (hydrochloric acid), [H-].[Al+3].[Li+].[H-].[H-].[H-] (lithium aluminium hydride). Run in CCOCC (ether), O (water), CCOCC (ether). The product is CC1=CC(=C(C=C1)O)NC (4-methyl-2-methylaminophenol). RXN SMILES: [H-].[Al+3].[Li+].[H-].[H-].[H-].[CH:7]([NH:9][C:10]1[CH:15]=[C:14]([CH3:16])[CH:13]=[CH:12][C:11]=1[OH:17])=O.C(OCC)(=O)C.Cl>CCOCC.O>[CH3:16][C:14]1[CH:13]=[CH:12][C:11]([OH:17])=[C:10]([NH:9][CH3:7])[CH:15]=1 |f:0.1.2.3.4.5|. Procedure: To a suspension of lithium aluminium hydride (3.56 g, 94 mmol) in dry ether (100 ml) was added dropwise a solution of the compound (1) (10.9 g, 72 mmol) in dry ether (600 ml) under ice-cooling. The mixture was stirred under ice-cooling for 30 minutes, and thereto was added ethyl acetate and water in that order. The aqueous layer was neutralized with diluted hydrochloric acid and extracted with ether. The organic layer was washed with saturated brine, dried over anhydrous magnesium sulfate and ev... The reactants are F[B-](F)(F)F, C[Si](C)(C)CCOCn1ccc2c(-c3cnn(C(CC#N)CC#N)c3)ncnc21, [Li+], [NH4+], [OH-], O. Yields the product N#CCC(CC#N)n1cc(-c2ncnc3[nH]ccc23)cn1. As a reaction SMILES: [B-:30]([F:31])([F:32])([F:33])[F:34].[CH3:1][Si:2]([CH3:3])([CH3:4])[CH2:5][CH2:6][O:28][CH2:29][n:7]1[cH:8][cH:9][c:10]2[c:11]1[n:12][cH:13][n:14][c:15]2-[c:16]1[cH:17][n:18][n:19]([CH:21]([CH2:22][C:23]#[N:24])[CH2:25][C:26]#[N:27])[cH:20]1.[Li+:35].[NH4+:36].[OH-:37].[OH2:38]>>[nH:7]1[cH:8][cH:9][c:10]2[c:11]1[n:12][cH:13][n:14][c:15]2-[c:16]1[cH:17][n:18][n:19]([CH:21]([CH2:22][C:23]#[N:24])[CH2:25][C:26]#[N:27])[cH:20]1. Reactants: [H][H] (hydrogen), [H][H] (hydrogen), [H][H] (hydrogen), OC1=C(C=C(C=C1C(C)(C)C)C(C)(C)C)N1N=C2C(=[N+]1[O-])C=CC(=C2)Cl (2-(2'-hydroxy-3',5'-di-t-butylphenyl)-5-chlorobenzotriazole-N-oxide), C1(=CC=CC=C1)C (toluene), C(CCC)N(CCCC)CCCC (tributylamine), resultant mixture. The reagents and catalysts are [Ni] (Raney nickel). Solvent: O (water), CC(CC)O (2-butanol). The product is OC1=C(C=C(C=C1C(C)(C)C)C(C)(C)C)N1N=C2C(=N1)C=CC(=C2)Cl (2-(2'-hydroxy-3',5'-di-t-butylphenyl)-5-chlorobenzotriazole). Isolated yield 79.1%. RXN SMILES: [OH:1][C:2]1[C:7]([C:8]([CH3:11])([CH3:10])[CH3:9])=[CH:6][C:5]([C:12]([CH3:15])([CH3:14])[CH3:13])=[CH:4][C:3]=1[N:16]1[N+:20]([O-])=[C:19]2[CH:22]=[CH:23][C:24]([Cl:26])=[CH:25][C:18]2=[N:17]1.C1(C)C=CC=CC=1.C(N(CCCC)CCCC)CCC.[H][H]>[Ni].O.CC(O)CC>[OH:1][C:2]1[C:7]([C:8]([CH3:10])([CH3:11])[CH3:9])=[CH:6][C:5]([C:12]([CH3:13])([CH3:14])[CH3:15])=[CH:4][C:3]=1[N:16]1[N:20]=[C:19]2[CH:22]=[CH:23][C:24]([Cl:26])=[CH:25][C:18]2=[N:17]1. Procedure: 37.4 g (0.1 mol) of 2-(2'-hydroxy-3',5'-di-t-butylphenyl)-5-chlorobenzotriazole-N-oxide, 100 ml of toluene, 60 ml of 2-butanol, 120 ml of water, 7 g of tributylamine and 5 g of Raney nickel were charged into a 500-ml stainless autoclave equipped with an agitator. After the air in the autoclave had been replaced by hydrogen, the pressure of hydrogen was set to 10 kg/cm2. The temperature of the resultant mixture was increased under agitation to 65° C. at which the mixture was then subjected to rea... The reactants are COc1ccc(CC(=O)O)cc1, Nc1ccsc1N1CCOC1=O. Yields the product COc1ccc(CC(=O)Nc2ccsc2N2CCOC2=O)cc1. As a reaction SMILES: [CH3:13][O:14][c:15]1[cH:16][cH:17][c:18]([CH2:21][C:22](=[O:23])[OH:24])[cH:19][cH:20]1.[NH2:1][c:2]1[c:3]([N:7]2[C:8](=[O:12])[O:9][CH2:10][CH2:11]2)[s:4][cH:5][cH:6]1>>[NH:1]([c:2]1[c:3]([N:7]2[C:8](=[O:12])[O:9][CH2:10][CH2:11]2)[s:4][cH:5][cH:6]1)[C:22]([CH2:21][c:18]1[cH:17][cH:16][c:15]([O:14][CH3:13])[cH:20][cH:19]1)=[O:23]. Starting materials: CCOC(C)=O, COc1ccc(C(NC(=O)CC(N)C(=O)NC(C(=O)O)C(C)NC(Cc2c[nH]c3ccccc23)C(=O)O)c2ccc(OC)cc2)cc1, O, O=C(O)C(F)(F)F, COc1ccccc1. Yields the product CC(NC(Cc1c[nH]c2ccccc12)C(=O)O)C(NC(=O)C(N)CC(N)=O)C(=O)O. Reaction SMILES: [CH3:57][CH2:58][O:59][C:60](=[O:61])[CH3:62].[NH2:1][CH:2]([C:3](=[O:4])[NH:5][CH:6]([C:7](=[O:8])[OH:9])[CH:10]([CH3:11])[NH:12][CH:13]([CH2:14][c:15]1[cH:16][nH:17][c:18]2[cH:19][cH:20][cH:21][cH:22][c:23]12)[C:24](=[O:25])[OH:26])[CH2:27][C:28]([NH:29][CH:30]([c:31]1[cH:32][cH:33][c:34]([O:35][CH3:36])[cH:37][cH:38]1)[c:39]1[cH:40][cH:41][c:42]([O:43][CH3:44])[cH:45][cH:46]1)=[O:47].[OH2:56].[OH:63][C:64]([C:65]([F:66])([F:67])[F:68])=[O:69].[c:48]1([O:49][CH3:50])[cH:51][cH:52][cH:53][cH:54][cH:55]1>>[NH2:1][CH:2]([C:3](=[O:4])[NH:5][CH:6]([C:7](=[O:8])[OH:9])[CH:10]([CH3:11])[NH:12][CH:13]([CH2:14][c:15]1[cH:16][nH:17][c:18]2[cH:19][cH:20][cH:21][cH:22][c:23]12)[C:24](=[O:25])[OH:26])[CH2:27][C:28]([NH2:29])=[O:47]. Reactants: C(C)(=O)OCCOC=1C=CC=C2C=CC(=NC12)C (2-(2-methylquinolin-8-yloxy)ethyl acetate), [Se](=O)=O (selenium dioxide), resultant mixture. Run in O1CCOCC1 (dioxane), O (water). The product is C(C)(=O)OCCOC=1C=CC=C2C=CC(=NC12)C=O (2-(2-formylquinolin-8-yloxy)ethyl acetate). Yield: 96.4%. Reaction SMILES: [C:1]([O:4][CH2:5][CH2:6][O:7][C:8]1[CH:9]=[CH:10][CH:11]=[C:12]2[C:17]=1[N:16]=[C:15]([CH3:18])[CH:14]=[CH:13]2)(=[O:3])[CH3:2].[Se](=O)=[O:20]>O1CCOCC1.O>[C:1]([O:4][CH2:5][CH2:6][O:7][C:8]1[CH:9]=[CH:10][CH:11]=[C:12]2[C:17]=1[N:16]=[C:15]([CH:18]=[O:20])[CH:14]=[CH:13]2)(=[O:3])[CH3:2]. Procedure: To a solution of 2-(2-methylquinolin-8-yloxy)ethyl acetate (0.29 g, 1.2 mmol) in dioxane (20 mL) and water (0.20 mL) was added selenium dioxide (0.16 g, 1.4 mmol) and the resultant mixture heated at reflux for 2 hours. The cooled reaction mixture was filtered through a plug of Celite® to remove solids, rinsing with dichloromethane. The filtrate was concentrated under reduced pressure and purified by normal phase chromatography on silica gel (10-20% ethyl acetate/hexanes) to afford the title comp... Starting materials: O=C([O-])[O-], CCC(CC)c1cc(C)nn2c(I)c(C)nc12, CCO, Cn1c(B2OC(C)(C)C(C)(C)O2)cc2cccnc21, ClCCl, [Na+], [Na+], O, c1ccc(P(c2ccccc2)(c2ccccc2)[Pd](P(c2ccccc2)(c2ccccc2)c2ccccc2)(P(c2ccccc2)(c2ccccc2)c2ccccc2)P(c2ccccc2)(c2ccccc2)c2ccccc2)cc1. Yields the product CCC(CC)c1cc(C)nn2c(-c3cc4cccnc4n3C)c(C)nc12. As a reaction SMILES: [C:37](=[O:38])([O-:39])[O-:40].[CH2:1]([CH3:2])[CH:3]([CH2:4][CH3:5])[c:6]1[c:7]2[n:8]([n:9][c:10]([CH3:12])[cH:11]1)[c:13]([I:17])[c:14]([CH3:16])[n:15]2.[CH3:124][CH2:125][OH:126].[CH3:18][n:19]1[c:20]([B:28]2[O:29][C:30]([CH3:31])([CH3:32])[C:33]([CH3:34])([CH3:35])[O:36]2)[cH:21][c:22]2[c:23]1[n:24][cH:25][cH:26][cH:27]2.[Cl:44][CH2:45][Cl:46].[Na+:41].[Na+:42].[OH2:43].[cH:47]1[cH:48][cH:49][c:50]([P:51]([Pd:52]([P:53]([c:54]2[cH:55][cH:56][cH:57][cH:58][cH:59]2)([c:60]2[cH:61][cH:62][cH:63][cH:64][cH:65]2)[c:66]2[cH:67][cH:68][cH:69][cH:70][cH:71]2)([P:72]([c:73]2[cH:74][cH:75][cH:76][cH:77][cH:78]2)([c:79]2[cH:80][cH:81][cH:82][cH:83][cH:84]2)[c:85]2[cH:86][cH:87][cH:88][cH:89][cH:90]2)[P:91]([c:92]2[cH:93][cH:94][cH:95][cH:96][cH:97]2)([c:98]2[cH:99][cH:100][cH:101][cH:102][cH:103]2)[c:104]2[cH:105][cH:106][cH:107][cH:108][cH:109]2)([c:110]2[cH:111][cH:112][cH:113][cH:114][cH:115]2)[c:116]2[cH:117][cH:118][cH:119][cH:120][cH:121]2)[cH:122][cH:123]1>>[CH2:1]([CH3:2])[CH:3]([CH2:4][CH3:5])[c:6]1[c:7]2[n:8]([n:9][c:10]([CH3:12])[cH:11]1)[c:13](-[c:20]1[n:19]([CH3:18])[c:23]3[c:22]([cH:21]1)[cH:27][cH:26][cH:25][n:24]3)[c:14]([CH3:16])[n:15]2.